Dataset: the Open Reaction Database (ORD), a public repository of structured organic reaction records. Task: describe an organic reaction: reactants, conditions, products, and yield The reactants are Cc1ccc(N)cc1, O=C1CCCc2c1[nH]c1ccc(Cl)cc21. Yields the product Cc1ccc(NC2CCCc3c2[nH]c2ccc(Cl)cc32)cc1. Reaction SMILES: [CH3:16][c:17]1[cH:18][cH:19][c:20]([NH2:21])[cH:22][cH:23]1.[Cl:1][c:2]1[cH:3][c:4]2[c:5]3[c:10]([nH:11][c:12]2[cH:13][cH:14]1)[C:9](=[O:15])[CH2:8][CH2:7][CH2:6]3>>[Cl:1][c:2]1[cH:3][c:4]2[c:5]3[c:10]([nH:11][c:12]2[cH:13][cH:14]1)[CH:9]([NH:21][c:20]1[cH:19][cH:18][c:17]([CH3:16])[cH:23][cH:22]1)[CH2:8][CH2:7][CH2:6]3. The reactants are COC=1C=C2C=C(C(=C(C2=CC1)OC1=CC=C(C=C1)/C=C/C(=O)O)C1=CC=CC=C1)CCC ((2E)-3-(4-{[6-(Methyloxy)-2-phenyl-3-propyl-1-naphthalenyl]oxy}phenyl)-2-propenoic acid), B(Br)(Br)Br (BBr3). Run in C(Cl)Cl (CH2Cl2). The product is OC=1C=C2C=C(C(=C(C2=CC1)OC1=CC=C(C=C1)/C=C/C(=O)O)C1=CC=CC=C1)CCC ((2E)-3-{4-[(6-Hydroxy-2-phenyl-3-propyl-1-naphthalenyl)oxy]phenyl}-2-propenoic acid). Yield: 66.5%. RXN SMILES: C[O:2][C:3]1[CH:4]=[C:5]2[C:10](=[CH:11][CH:12]=1)[C:9]([O:13][C:14]1[CH:19]=[CH:18][C:17](/[CH:20]=[CH:21]/[C:22]([OH:24])=[O:23])=[CH:16][CH:15]=1)=[C:8]([C:25]1[CH:30]=[CH:29][CH:28]=[CH:27][CH:26]=1)[C:7]([CH2:31][CH2:32][CH3:33])=[CH:6]2.B(Br)(Br)Br>C(Cl)Cl>[OH:2][C:3]1[CH:4]=[C:5]2[C:10](=[CH:11][CH:12]=1)[C:9]([O:13][C:14]1[CH:15]=[CH:16][C:17](/[CH:20]=[CH:21]/[C:22]([OH:24])=[O:23])=[CH:18][CH:19]=1)=[C:8]([C:25]1[CH:26]=[CH:27][CH:28]=[CH:29][CH:30]=1)[C:7]([CH2:31][CH2:32][CH3:33])=[CH:6]2. Procedure: Methyl ether (100) (0.15 g, 0.34 mmol) was treated with BBr3 in CH2Cl2 to give the crude product as a yellow viscous oil, which was purified by reverse phase preparation HPLC on Agilent 1100 to afford 96 mg (66%) of the title compound (101) as pale yellow solid. mp 120-122° C. 1H NMR (400 MHz, CH3OH-d4): δ 0.77 (t, J=7.4 Hz, 3H), 1.45-1.55 (m, 2H), 2.52 (t, J=7.8 Hz, 2H), 6.25 (d, J=15.9 Hz, 1H), 6.55 (d, J=8.7 Hz, 2H), 6.96 (dd, J1=9.0 Hz, J2=2.4 Hz, 1H), 7.10-7.16 (m, 3H), 7.18-7.27 (m, 3H), 7... The reactants are ClC1=NC(=CC=C1CCC(=O)OCC)Cl (ethyl 3-(2,6-dichloropyridin-3-yl)propanoate), FC1=CC=C(C=C1)C=1OC2=C(C1C(=O)NC)C=C(C(=C2)N(S(=O)(=O)C)C)B2OC(C(O2)(C)C)(C)C (2-(4-fluorophenyl)-N-methyl-6-(N-methylmethylsulfonamido)-5-(4,4,5,5-tetramethyl-1,3,2-dioxaborolan-2-yl)benzofuran-3-carboxamide), CC1(C2=C(C(=CC=C2)P(C3=CC=CC=C3)C4=CC=CC=C4)OC5=C(C=CC=C51)P(C6=CC=CC=C6)C7=CC=CC=C7)C.C1(=CC=CC=C1)C1=CC=CC=C1 (XantPhos Biphenyl), C([O-])([O-])=O.[Cs+].[Cs+] (cesium carbonate). Run in O (H2O), O1CCOCC1 (1,4-dioxane). Conditions: temperature 70 celsius. Product: ClC1=NC(=CC=C1CCC(=O)OCC)C=1C(=CC2=C(C(=C(O2)C2=CC=C(C=C2)F)C(NC)=O)C1)N(S(=O)(=O)C)C (ethyl 3-(2-chloro-6-(2-(4-fluorophenyl)-3-(methylcarbamoyl)-6-(N-methylmethylsulfonamido)benzofuran-5-yl)pyridin-3-yl)propanoate). RXN SMILES: [Cl:1][C:2]1[C:7]([CH2:8][CH2:9][C:10]([O:12][CH2:13][CH3:14])=[O:11])=[CH:6][CH:5]=[C:4](Cl)[N:3]=1.[F:16][C:17]1[CH:22]=[CH:21][C:20]([C:23]2[O:24][C:25]3[CH:35]=[C:34]([N:36]([CH3:41])[S:37]([CH3:40])(=[O:39])=[O:38])[C:33](B4OC(C)(C)C(C)(C)O4)=[CH:32][C:26]=3[C:27]=2[C:28]([NH:30][CH3:31])=[O:29])=[CH:19][CH:18]=1.CC1(C)C2C(=C(P(C3C=CC=CC=3)C3C=CC=CC=3)C=CC=2)OC2C(P(C3C=CC=CC=3)C3C=CC=CC=3)=CC=CC1=2.C1(C2C=CC=CC=2)C=CC=CC=1.C(=O)([O-])[O-].[Cs+].[Cs+]>O.O1CCOCC1>[Cl:1][C:2]1[C:7]([CH2:8][CH2:9][C:10]([O:12][CH2:13][CH3:14])=[O:11])=[CH:6][CH:5]=[C:4]([C:33]2[C:34]([N:36]([CH3:41])[S:37]([CH3:40])(=[O:39])=[O:38])=[CH:35][C:25]3[O:24][C:23]([C:20]4[CH:21]=[CH:22][C:17]([F:16])=[CH:18][CH:19]=4)=[C:27]([C:28](=[O:29])[NH:30][CH3:31])[C:26]=3[CH:32]=2)[N:3]=1 |f:2.3,4.5.6|. Reported procedure: To a mixture of ethyl 3-(2,6-dichloropyridin-3-yl)propanoate (170 mg, 0.685 mmol), 2-(4-fluorophenyl)-N-methyl-6-(N-methylmethylsulfonamido)-5-(4,4,5,5-tetramethyl-1,3,2-dioxaborolan-2-yl)benzofuran-3-carboxamide (344 mg, 0.685 mmol), XantPhos Biphenyl precatalyst (60.9 mg, 0.069 mmol), and cesium carbonate (670 mg, 2.056 mmol) was added 1,4-dioxane (5.7 mL) and H2O (1.2 mL). A steady stream of N2 was bubbled through the reaction mixture for 5 minutes then the mixture was heated to 70° C. for 16...